This data is from the Open Reaction Database (ORD), a public repository of structured organic reaction records. The task is: describe an organic reaction: reactants, conditions, products, and yield The reactants are [Li]CCCC, C1CCOC1, COc1cccnc1OC, CCC=O. The product is CCC(O)c1ccnc(OC)c1OC. As a reaction SMILES: [CH2:1]([Li:2])[CH2:3][CH2:4][CH3:5].[CH2:20]1[O:21][CH2:22][CH2:23][CH2:24]1.[CH3:6][O:7][c:8]1[n:9][cH:10][cH:11][cH:12][c:13]1[O:14][CH3:15].[CH:16]([CH2:17][CH3:18])=[O:19]>>[CH3:6][O:7][c:8]1[n:9][cH:10][cH:11][c:12]([CH:16]([CH2:17][CH3:18])[OH:19])[c:13]1[O:14][CH3:15]. Starting materials: [Al+3], CCS, COc1ccc2[nH]c3ccc4c(c3c2c1)C(=O)N(CCN(C)C)C4=O, ClC(Cl)Cl, [Cl-], [Cl-], [Cl-]. Product: CN(C)CCN1C(=O)c2ccc3[nH]c4ccc(O)cc4c3c2C1=O. Reaction SMILES: [Al+3:2].[CH2:5]([SH:6])[CH3:7].[CH3:8][N:9]([CH2:10][CH2:11][N:12]1[C:13](=[O:14])[c:15]2[cH:16][cH:17][c:18]3[nH:19][c:20]4[cH:21][cH:22][c:23]([O:30][CH3:31])[cH:24][c:25]4[c:26]3[c:27]2[C:28]1=[O:29])[CH3:32].[CH:33]([Cl:34])([Cl:35])[Cl:36].[Cl-:1].[Cl-:3].[Cl-:4]>>[CH3:8][N:9]([CH2:10][CH2:11][N:12]1[C:13](=[O:14])[c:15]2[cH:16][cH:17][c:18]3[nH:19][c:20]4[cH:21][cH:22][c:23]([OH:30])[cH:24][c:25]4[c:26]3[c:27]2[C:28]1=[O:29])[CH3:32]. Reactants: [O-2].[Cr+6].[O-2].[O-2] (chromium (VI) oxide), S(O)(O)(=O)=O (sulfuric acid), O (water), ClC=1C=C(C=CC1Cl)[C@H]([C@H](CO)OS(=O)(=O)C)C ((2R,3R)-3-(3,4-dichloro-phenyl)-2-methanesulfonyloxy-butan-1-ol). The solvent is CC(=O)C (acetone), C(C)(C)O (isopropanol). Run at time 4 hour. Product: CC(=O)C.OS(=O)(=O)O.O=[Cr](=O)=O (Jones reagent). RXN SMILES: [O-2:1].[Cr+6:2].[O-2:3].[O-2:4].[S:5](=[O:9])(=[O:8])([OH:7])[OH:6].O.ClC1C=C([C@@H:19](C)[C@@H:20]([O:23]S(C)(=O)=O)[CH2:21]O)C=CC=1Cl>CC(C)=O.C(O)(C)C>[CH3:19][C:20]([CH3:21])=[O:23].[OH:8][S:5]([OH:9])(=[O:7])=[O:6].[O:1]=[Cr:2](=[O:4])=[O:3] |f:0.1.2.3,9.10.11|. Procedure details: Jones reagent was prepared by mixing chromium (VI) oxide (2.87 g, 28.7 mmol), sulfuric acid (2.44 mL), and water (9.5 mL) for 10 min. The solution was used directly, and was added dropwise to a solution of (2R,3R)-3-(3,4-dichloro-phenyl)-2-methanesulfonyloxy-butan-1-ol (1.50 g, 4.79 mmol) in acetone (100 mL). After 4 h, isopropanol (9 mL) was added and the mixture was concentrated. Water was added, and the aqueous layer was extracted with DCM (3×). The combined organic layers were washed with br... Reactants: CC1=C(C=C(C=C1)C(NC1=CC(=CC=C1)C(F)(F)F)=O)NC(=O)C1=CSC2=C1N=CN=C2S(=O)C (N-(2-methyl-5-(3-(trifluoromethyl)phenylcarbamoyl)phenyl)-4-(methylsulfinyl)thieno[3,2-d]pyrimidine-7-carboxamide), NCCO (2-aminoethanol). Yields the product OCCNC=1C2=C(N=CN1)C(=CS2)C(=O)NC2=C(C=CC(=C2)C(NC2=CC(=CC=C2)C(F)(F)F)=O)C (4-(2-Hydroxyethylamino)-N-(2-methyl-5-(3-(trifluoromethyl)phenylcarbamoyl)phenyl)thieno[3,2-d]pyrimidine-7-carboxamide). RXN SMILES: [CH3:1][C:2]1[CH:7]=[CH:6][C:5]([C:8](=[O:20])[NH:9][C:10]2[CH:15]=[CH:14][CH:13]=[C:12]([C:16]([F:19])([F:18])[F:17])[CH:11]=2)=[CH:4][C:3]=1[NH:21][C:22]([C:24]1[C:28]2[N:29]=[CH:30][N:31]=[C:32](S(C)=O)[C:27]=2[S:26][CH:25]=1)=[O:23].[NH2:36][CH2:37][CH2:38][OH:39]>>[OH:39][CH2:38][CH2:37][NH:36][C:32]1[C:27]2[S:26][CH:25]=[C:24]([C:22]([NH:21][C:3]3[CH:4]=[C:5]([C:8](=[O:20])[NH:9][C:10]4[CH:15]=[CH:14][CH:13]=[C:12]([C:16]([F:17])([F:19])[F:18])[CH:11]=4)[CH:6]=[CH:7][C:2]=3[CH3:1])=[O:23])[C:28]=2[N:29]=[CH:30][N:31]=1. Procedure: The procedure of Step 3 of Example 13 was repeated except for using the compound obtained in Step 2 of Example 13 and 2-aminoethanol to obtain the title compound (see Table 1). Starting materials: C(C)(C)(C)OC(COC1=C(C=C(C=C1)SC(C)C=1C(=NC(=CC1)C1=CC=C(C=C1)C(F)(F)F)C)C)=O ((2-methyl-4-{1-[2-methyl-6-(4-trifluoromethyl-phenyl)-pyridin-3-yl]-ethylsulfanyl}-phenoxy)-acetic acid tert-butyl ester), ice HCl, methyl ester, [OH-].[Na+] (NaOH). The solvent is C1CCOC1.CCO (THF EtOH). Reaction conditions: time 2 hour. The product is CC1=C(OCC(=O)O)C=CC(=C1)SC(C)C=1C(=NC(=CC1)C1=CC=C(C=C1)C(F)(F)F)C ([rac]-(2-Methyl-4-{1-[2-methyl-6-(4-trifluoromethyl-phenyl)-pyridin-3-yl]-ethylsulfanyl}-phenoxy)-acetic acid). As a reaction SMILES: C([O:5][C:6](=[O:36])[CH2:7][O:8][C:9]1[CH:14]=[CH:13][C:12]([S:15][CH:16]([C:18]2[C:19]([CH3:34])=[N:20][C:21]([C:24]3[CH:29]=[CH:28][C:27]([C:30]([F:33])([F:32])[F:31])=[CH:26][CH:25]=3)=[CH:22][CH:23]=2)[CH3:17])=[CH:11][C:10]=1[CH3:35])(C)(C)C.[OH-].[Na+]>C1COCC1.CCO>[CH3:35][C:10]1[CH:11]=[C:12]([S:15][CH:16]([C:18]2[C:19]([CH3:34])=[N:20][C:21]([C:24]3[CH:29]=[CH:28][C:27]([C:30]([F:33])([F:32])[F:31])=[CH:26][CH:25]=3)=[CH:22][CH:23]=2)[CH3:17])[CH:13]=[CH:14][C:9]=1[O:8][CH2:7][C:6]([OH:36])=[O:5] |f:1.2,3.4|. Procedure: 0.322 g (0.62 mmol) of the above prepared (2-methyl-4-{1-[2-methyl-6-(4-trifluoromethyl-phenyl)-pyridin-3-yl]-ethylsulfanyl}-phenoxy)-acetic acid tert-butyl ester, containing some methyl ester, was dissolved in 3.8 ml of THF/EtOH=1/1, treated with 1.87 ml (3 eq.) of 1N NaOH, and kept at ambient temperature for 2 h. The reaction mixture was then poured onto crashed ice/HCl dil., extracted twice with AcOEt, washed with water, dried over sodium sulfate, and evaporated to dryness to leave, after cry... Conditions: temperature 35 celsius. Yields the product C(CCC)OC(CC=O)OCCCC (3,3-di-n-butoxypropanal). Solvent: CO (methanol). Reported procedure: 300 g of 4,4-di-n-butoxybutene are dissolved in 1 liter of methanol and are reacted with ozone, and subsequently hydrogenated, analogously to the procedure indicated in Example 8. The hydrogenation is carried out in such a way that the content of peroxides in the hydrogenation solution does not exceed 0.02 mole/liter, and a pH value between 4 and 5 and a temperature of 35° C. are maintained. The consumption of hydrogen is 32.4 standard liters, corresponding to 96% of theory. RXN SMILES: [CH2:1]([O:5][CH:6]([O:10][CH2:11][CH2:12][CH2:13][CH3:14])[CH2:7][CH:8]=C)[CH2:2][CH2:3][CH3:4].[O:15]=[O+][O-]>CO>[CH2:1]([O:5][CH:6]([O:10][CH2:11][CH2:12][CH2:13][CH3:14])[CH2:7][CH:8]=[O:15])[CH2:2][CH2:3][CH3:4]. Starting materials: O=[O+][O-] (ozone), C(CCC)OC(CC=C)OCCCC (4,4-di-n-butoxybutene), peroxides.